This data is from the Open Reaction Database (ORD), a public repository of structured organic reaction records. The task is: describe an organic reaction: reactants, conditions, products, and yield Reactants: C1(CCC(=O)O1)=O (succinic anhydride), C1(=CC=CC=2C3=CC=CC=C3CC12)CO (Fluorenemethanol), C1(CCC(=O)O1)=O (succinic anhydride). Run in C(Cl)Cl (CH2Cl2). Reaction conditions: time 6 hour. Yields the product C1(=CC=CC=2C3=CC=CC=C3CC12)COC(CCC(=O)O)=O (Succinic Acid Fluorenylmethyl Ester). RXN SMILES: [C:1]1([CH2:14][OH:15])[C:13]2[CH2:12][C:11]3[C:6](=[CH:7][CH:8]=[CH:9][CH:10]=3)[C:5]=2[CH:4]=[CH:3][CH:2]=1.[C:16]1(=[O:22])[O:21][C:19](=[O:20])[CH2:18][CH2:17]1>C(Cl)Cl>[C:1]1([CH2:14][O:15][C:16](=[O:22])[CH2:17][CH2:18][C:19]([OH:21])=[O:20])[C:13]2[CH2:12][C:11]3[C:6](=[CH:7][CH:8]=[CH:9][CH:10]=3)[C:5]=2[CH:4]=[CH:3][CH:2]=1. Procedure details: Fluorenemethanol (10.0 g, 51.0 mmol) was dissolved in 150 ml CH2Cl2, and succinic anhydride (5.6 g, 56 mmol) was added. The solution was stirred for 6 h, and a further portion of succinic anhydride (2.5 g, 25 mmol) was added, and stirring continued overnight. The reaction appeared complete by TLC. The solvent was then removed, and the residue extracted with ethyl acetate, washed with 1% HCl, water, brine, dried (MgSO4) and evaporated to an oil which crystallized on standing. A quantitative yield...